From a dataset of the Open Reaction Database (ORD), a public repository of structured organic reaction records. describe an organic reaction: reactants, conditions, products, and yield Starting materials: C(CC)C=1N(C2=C(C=NC=3C=CC=CC23)N1)CCCCCC(=O)OCC (ethyl 6-(2-propyl-1H-imidazo[4,5-c]quinolin-1-yl)hexanoate), CN (methylamine), solution. Reaction conditions: temperature 70 celsius, time 8 hour. Product: CNC(CCCCCN1C(=NC=2C=NC=3C=CC=CC3C21)CCC)=O (N-methyl-6-(2-propyl-1H-imidazo[4,5-c]quinolin-1-yl)hexanamide). RXN SMILES: [CH2:1]([C:4]1[N:5]([CH2:17][CH2:18][CH2:19][CH2:20][CH2:21][C:22]([O:24]CC)=O)[C:6]2[C:15]3[CH:14]=[CH:13][CH:12]=[CH:11][C:10]=3[N:9]=[CH:8][C:7]=2[N:16]=1)[CH2:2][CH3:3].[CH3:27][NH2:28]>>[CH3:27][NH:28][C:22](=[O:24])[CH2:21][CH2:20][CH2:19][CH2:18][CH2:17][N:5]1[C:6]2[C:15]3[CH:14]=[CH:13][CH:12]=[CH:11][C:10]=3[N:9]=[CH:8][C:7]=2[N:16]=[C:4]1[CH2:1][CH2:2][CH3:3]. Reported procedure: The method described in Part D of Example 3 was used to treat ethyl 6-(2-propyl-1H-imidazo[4,5-c]quinolin-1-yl)hexanoate (5.0 g, 14 mmol) with methylamine (8 mL of a 40% solution). The reaction was complete after being stirred overnight at 70° C. Following the work-up procedure, 3.42 g of N-methyl-6-(2-propyl-1H-imidazo[4,5-c]quinolin-1-yl)hexanamide were obtained. Starting materials: ClC1=CC=C(C=N1)[C@H](C(F)(F)F)N1C[C@H]([C@H](C1)O)NC(OCC1=CC=CC=C1)=O (benzyl (3R,4S)-1-((R)-1-(6-chloropyridin-3-yl)-2,2,2-trifluoroethyl)-4-hydroxypyrrolidin-3-ylcarbamate), I[Si](C)(C)C (iodotrimethylsilane), Cl (HCl), residue, NN (hydrazine). Solvent: C(C)#N (acetonitrile), C(C(C)C)O (i-BuOH). Conditions: time 10 minute. Product: O[C@@H]1[C@@H](CN(C1)[C@@H](C(F)(F)F)C=1C=NC(=CC1)NN)NC(OC(C)(C)C)=O (tert-butyl (3R,4S)-4-hydroxy-1-((R)-2,2,2-trifluoro-1-(6-hydrazinylpyridin-3-yl)ethyl)pyrrolidin-3-ylcarbamate). Isolated yield 83.3%. As a reaction SMILES: Cl[C:2]1[N:7]=[CH:6][C:5]([C@@H:8]([N:13]2[CH2:17][C@H:16]([OH:18])[C@H:15]([NH:19][C:20](=[O:29])[O:21]CC3C=CC=CC=3)[CH2:14]2)[C:9]([F:12])([F:11])[F:10])=[CH:4][CH:3]=1.I[Si](C)(C)C.Cl.[NH2:36][NH2:37]>C(#N)C.C(O)C(C)C>[OH:18][C@H:16]1[CH2:17][N:13]([C@H:8]([C:5]2[CH:6]=[N:7][C:2]([NH:36][NH2:37])=[CH:3][CH:4]=2)[C:9]([F:12])([F:10])[F:11])[CH2:14][C@H:15]1[NH:19][C:20](=[O:29])[O:21][C:5]([CH3:8])([CH3:6])[CH3:4]. Procedure details: To a solution of benzyl (3R,4S)-1-((R)-1-(6-chloropyridin-3-yl)-2,2,2-trifluoroethyl)-4-hydroxypyrrolidin-3-ylcarbamate (1.16 g, 2.7 mmol) in acetonitrile (2 mL) cooled to 0° C. in an ice bath was added iodotrimethylsilane (1.22 mL, 8.10 mmol) and the mixture allowed to warm to ambient temperature for 1 hour. The reaction mixture was poured into aqueous 1N HCl (15 mL) and stirred for 10 minutes and extracted with diethyl ether. The aqueous layer was pH adjusted to 10 with a 5N sodium hydroxide s...